Dataset: the Open Reaction Database (ORD), a public repository of structured organic reaction records. Task: describe an organic reaction: reactants, conditions, products, and yield The reactants are [OH-].[Na+] (sodium hydroxide), [I-].C[S+](=O)(C)C (trimethyl sulfoxonium iodide), CC(CC)C(C=CC1=CC(=CC=C1)O)=O (1-(1-methylpropyl)-3-(3-hydroxyphenyl)-2-propene-1-one). Run in CS(=O)C (DMSO), CS(=O)C (DMSO). Run at time 30 minute. Yields the product CC(CC)C(=O)C1C(C1)C1=CC(=CC=C1)O (2-(3-Hydroxyphenyl)cyclopropyl 1-Methylpropyl Ketone). Yield: 84.1%. RXN SMILES: [OH-].[Na+].[I-].[CH3:4][S+](C)(C)=O.[CH3:9][CH:10]([C:13](=[O:23])[CH:14]=[CH:15][C:16]1[CH:21]=[CH:20][CH:19]=[C:18]([OH:22])[CH:17]=1)[CH2:11][CH3:12]>CS(C)=O>[CH3:9][CH:10]([C:13]([CH:14]1[CH2:4][CH:15]1[C:16]1[CH:21]=[CH:20][CH:19]=[C:18]([OH:22])[CH:17]=1)=[O:23])[CH2:11][CH3:12] |f:0.1,2.3|. Procedure: To a 250 ml round bottom flask equipped with magnetic stirrer, nitrogen inlet, thermometer and addition funnel was charged 1.6 g (0.039 moles) of powdered sodium hydroxide, 8.7 g (0.039 moles) of trimethyl sulfoxonium iodide, and 50 mls of anhydrous DMSO. The mixture was then stirred at ambient temperature for 30 minutes. The mixture was then cooled to 15° C., and a solution of 1-(1-methylpropyl)-3-(3-hydroxyphenyl)-2-propene-1-one (4.0 g, 0.0196 moles) was added dropwise in 50 mls of DMSO. The ... Starting materials: NC1=NC=C(C=C1)I (2-amino-5-iodo pyridine), SC1=NC=CC=C1 (2-mercapto pyridine), C[O-].[Na+] (sodium methoxide). The reagents and catalysts are [Cu] (copper). Solvent: CO (methanol). Product: NC1=NC=C(C=C1)SC1=NC=CC=C1 (2-amino-5-(2-pyridylthio) pyridine). RXN SMILES: [NH2:1][C:2]1[CH:7]=[CH:6][C:5](I)=[CH:4][N:3]=1.[SH:9][C:10]1[CH:15]=[CH:14][CH:13]=[CH:12][N:11]=1.C[O-].[Na+]>[Cu].CO>[NH2:1][C:2]1[CH:7]=[CH:6][C:5]([S:9][C:10]2[CH:15]=[CH:14][CH:13]=[CH:12][N:11]=2)=[CH:4][N:3]=1 |f:2.3|. Procedure: 11.0 G. (0.05 moles) of 2-amino-5-iodo pyridine, 6.1 g. (0.055 moles) of 2-mercapto pyridine, 2.97 g. (0.055 moles) of sodium methoxide and 1.0 g. of copper powder are combined in 200 ml. of methanol and heated at 150° C. for 12 hours in a glass lined bomb. The reaction mixture is filtered and the filtrate evaporated to dryness in vacuo. The residue is dissolved in 300 ml. of methylenechloride and washed 5 times with 2.5 N sodium hydroxide and 3 times with saturated sodium chloride solution. The... Yields the product OC(CCC1=CC(=CC=2C(COC21)(C)C)[C@@]2([C@@H](C2)/C=C/C(=C/C(=O)O)/C)C)CCCC ((E)-3-((E)-2-{(1S,2S)-2-[7-(3-Hydroxy-heptyl)-3,3-dimethyl-2,3-dihydro-benzofuran-5-yl]-2-methyl-cyclopropyl}-vinyl)-but-2-enoic acid). The solvent is O (water), C(C)#N (acetonitrile). Procedure details: Following General Procedure H and using (E)-3-((E)-2-{(1S,2S)-2-[7-(3-hydroxy-heptyl)-3,3-dimethyl-2,3-dihydro-benzofuran-5-yl]-2-methyl-cyclopropyl}-vinyl)-but-2-enoic acid ethyl ester (Compound 37, 0.007 g, 0.015 mmol), methanol (1.5 mL), tetrahydrofuran (1.5 mL) and 1M aqueous sodium hydroxide (0.5 mL) followed by preparative reverse phase HPLC using 10% water in acetonitrile as the eluent, the title compound was obtained (0.0044 g, 67%). The reactants are [OH-].[Na+] (sodium hydroxide), C(C)OC(\C=C(/C)\C=C\[C@H]1[C@@](C1)(C)C=1C=C(C2=C(C(CO2)(C)C)C1)CCC(CCCC)O)=O ((E)-3-((E)-2-{(1S,2S)-2-[7-(3-hydroxy-heptyl)-3,3-dimethyl-2,3-dihydro-benzofuran-5-yl]-2-methyl-cyclopropyl}-vinyl)-but-2-enoic acid ethyl ester), O1CCCC1 (tetrahydrofuran), C(C)OC(\C=C(/C)\C=C\[C@H]1[C@@](C1)(C)C=1C=C(C2=C(C(CO2)(C)C)C1)CCC(CCCC)O)=O ((E)-3-((E)-2-{(1S,2S)-2-[7-(3-hydroxy-heptyl)-3,3-dimethyl-2,3-dihydro-benzofuran-5-yl]-2-methyl-cyclopropyl}-vinyl)-but-2-enoic acid ethyl ester), CO (methanol). RXN SMILES: C([O:3][C:4](=[O:33])/[CH:5]=[C:6](/[CH:8]=[CH:9]/[C@@H:10]1[CH2:12][C@@:11]1([C:14]1[CH:15]=[C:16]([CH2:25][CH2:26][CH:27]([OH:32])[CH2:28][CH2:29][CH2:30][CH3:31])[C:17]2[O:21][CH2:20][C:19]([CH3:23])([CH3:22])[C:18]=2[CH:24]=1)[CH3:13])\[CH3:7])C.CO.O1CCCC1.[OH-].[Na+]>C(#N)C.O>[OH:32][CH:27]([CH2:28][CH2:29][CH2:30][CH3:31])[CH2:26][CH2:25][C:16]1[C:17]2[O:21][CH2:20][C:19]([CH3:23])([CH3:22])[C:18]=2[CH:24]=[C:14]([C@@:11]2([CH3:13])[CH2:12][C@H:10]2/[CH:9]=[CH:8]/[C:6](/[CH3:7])=[CH:5]/[C:4]([OH:33])=[O:3])[CH:15]=1 |f:3.4|. The reactants are ClC(Cl)Cl, CC(O)c1ccccc1F, O=S(Cl)Cl. Product: CC(Cl)c1ccccc1F. RXN SMILES: [CH:15]([Cl:16])([Cl:17])[Cl:18].[F:5][c:6]1[c:7]([CH:12]([CH3:13])[OH:14])[cH:8][cH:9][cH:10][cH:11]1.[S:1]([Cl:2])([Cl:3])=[O:4]>>[Cl:3][CH:12]([c:7]1[c:6]([F:5])[cH:11][cH:10][cH:9][cH:8]1)[CH3:13]. The reactants are OC1=CC=C(C=C1)CC(=O)O (4-Hydroxyphenylacetic acid), C(C)O (ethanol), S(O)(O)(=O)=O (sulfuric acid). The product is OC1=CC=C(C=C1)CC(=O)OCC (ethyl 4-hydroxyphenylacetate). RXN SMILES: [OH:1][C:2]1[CH:7]=[CH:6][C:5]([CH2:8][C:9]([OH:11])=[O:10])=[CH:4][CH:3]=1.S(=O)(=O)(O)O.[CH2:17](O)[CH3:18]>>[OH:1][C:2]1[CH:3]=[CH:4][C:5]([CH2:8][C:9]([O:11][CH2:17][CH3:18])=[O:10])=[CH:6][CH:7]=1. Procedure details: 4-Hydroxyphenylacetic acid (50.0 g) is dissolved in ethanol (400 ml) and thereto is added conc. sulfuric acid (0.5 ml). The mixture is refluxed with stirring, and ethanol is distilled off to give ethyl 4-hydroxyphenylacetate (60 g). Yields the product C#CCCCC1=CC(=NC=2C=CC=CC21)C. The solvent is O, O=S(C)C. Reactants: N=1C=2C=CC=CC2C=CC1C, O=C(O)CCCC#C. Run at temperature 40 celsius, time 16 hour. Isolated yield 53.0%. The reagents and catalysts are O=S(=O)(O)OOS(=O)(=O)O.N. Reactants: Cc1oc(Br)cc1C=O, COCCOC, COc1ccc(F)c(B(O)O)c1, [Na+], [Na+], O=C([O-])[O-], O, c1ccc(P(c2ccccc2)(c2ccccc2)[Pd](P(c2ccccc2)(c2ccccc2)c2ccccc2)(P(c2ccccc2)(c2ccccc2)c2ccccc2)P(c2ccccc2)(c2ccccc2)c2ccccc2)cc1. The product is COc1ccc(F)c(-c2cc(C=O)c(C)o2)c1. Reaction SMILES: [Br:1][c:2]1[cH:3][c:4]([CH:8]=[O:9])[c:5]([CH3:7])[o:6]1.[CH3:28][O:29][CH2:30][CH2:31][O:32][CH3:33].[F:10][c:11]1[c:12]([B:19]([OH:20])[OH:21])[cH:13][c:14]([O:17][CH3:18])[cH:15][cH:16]1.[Na+:22].[Na+:23].[O-:24][C:25](=[O:26])[O-:27].[OH2:111].[cH:34]1[cH:35][cH:36][c:37]([P:38]([Pd:39]([P:40]([c:41]2[cH:42][cH:43][cH:44][cH:45][cH:46]2)([c:47]2[cH:48][cH:49][cH:50][cH:51][cH:52]2)[c:53]2[cH:54][cH:55][cH:56][cH:57][cH:58]2)([P:59]([c:60]2[cH:61][cH:62][cH:63][cH:64][cH:65]2)([c:66]2[cH:67][cH:68][cH:69][cH:70][cH:71]2)[c:72]2[cH:73][cH:74][cH:75][cH:76][cH:77]2)[P:78]([c:79]2[cH:80][cH:81][cH:82][cH:83][cH:84]2)([c:85]2[cH:86][cH:87][cH:88][cH:89][cH:90]2)[c:91]2[cH:92][cH:93][cH:94][cH:95][cH:96]2)([c:97]2[cH:98][cH:99][cH:100][cH:101][cH:102]2)[c:103]2[cH:104][cH:105][cH:106][cH:107][cH:108]2)[cH:109][cH:110]1>>[c:2]1(-[c:12]2[c:11]([F:10])[cH:16][cH:15][c:14]([O:17][CH3:18])[cH:13]2)[cH:3][c:4]([CH:8]=[O:9])[c:5]([CH3:7])[o:6]1.